The task is: describe an organic reaction: reactants, conditions, products, and yield. This data is from the Open Reaction Database (ORD), a public repository of structured organic reaction records. Reactants: C(C)OC(CCSC1=CN=C(S1)NC(=O)N(C1CCC(CC1)C)C1CCN(CC1)C(C)=O)=O (3-{2-[3-(1-Acetyl-piperidin-4-yl)-3-(4-methyl-cyclohexyl)-ureido]-thiazol-5-ylsulfanyl}-propionic acid ethyl ester), C(C)OC(CCSC1=CN=C(S1)N)=O (3-(2-amino-thiazol-5-ylsulfanyl)propionic acid ethyl ester), ( B ), CC1CCC(CC1)NC1CCN(CC1)C(C)=O (1-[4-(4-methyl-cyclohexylamino)-piperidin-1-yl]-ethanone). The product is C(C)(=O)N1CCC(CC1)N(C(NC=1SC(=CN1)SCCC(=O)O)=O)[C@@H]1CC[C@H](CC1)C (3-{2-[3-(1-Acetyl-piperidin-4-yl)-3-(trans-4-methyl-cyclohexyl)-ureido]-thiazol-5-ylsulfanyl}-propionic acid). Reaction SMILES: C([O:3][C:4](=[O:33])[CH2:5][CH2:6][S:7][C:8]1[S:12][C:11]([NH:13][C:14]([N:16]([CH:24]2[CH2:29][CH2:28][N:27]([C:30](=[O:32])[CH3:31])[CH2:26][CH2:25]2)[CH:17]2[CH2:22][CH2:21][CH:20]([CH3:23])[CH2:19][CH2:18]2)=[O:15])=[N:10][CH:9]=1)C.CC1CCC(NC2CCN(C(=O)C)CC2)CC1.C(OC(=O)CCSC1SC(N)=NC=1)C>>[C:30]([N:27]1[CH2:26][CH2:25][CH:24]([N:16]([C@H:17]2[CH2:18][CH2:19][C@H:20]([CH3:23])[CH2:21][CH2:22]2)[C:14](=[O:15])[NH:13][C:11]2[S:12][C:8]([S:7][CH2:6][CH2:5][C:4]([OH:33])=[O:3])=[CH:9][N:10]=2)[CH2:29][CH2:28]1)(=[O:32])[CH3:31]. Reported procedure: 3-{2-[3-(1-Acetyl-piperidin-4-yl)-3-(4-methyl-cyclohexyl)-ureido]-thiazol-5-ylsulfanyl}-propionic acid ethyl ester prepared as described in general procedures (A) and (B) using 1-[4-(4-methyl-cyclohexylamino)-piperidin-1-yl]-ethanone and 3-(2-amino-thiazol-5-ylsulfanyl)propionic acid ethyl ester. Hydrolysis using general procedure (F) gave the title compound. Reactants: NC1=C(C=CC=C1)S (2-aminothiophenol), BrC=1C=C(C=O)C=C(C1O)Br (3,5-dibromo-4-hydroxybenzaldehyde). The solvent is CO (methanol). Product: S1C(=NC2=C1C=CC=C2)C2=CC(=C(C(=C2)Br)O)Br (4-(benzo[d]thiazol-2-yl)-2,6-dibromophenol). Isolated yield 16.0%. As a reaction SMILES: [NH2:1][C:2]1[CH:7]=[CH:6][CH:5]=[CH:4][C:3]=1[SH:8].[Br:9][C:10]1[CH:11]=[C:12]([CH:15]=[C:16]([Br:19])[C:17]=1[OH:18])[CH:13]=O>CO>[S:8]1[C:3]2[CH:4]=[CH:5][CH:6]=[CH:7][C:2]=2[N:1]=[C:13]1[C:12]1[CH:11]=[C:10]([Br:9])[C:17]([OH:18])=[C:16]([Br:19])[CH:15]=1. Reported procedure: In a methanol solvent, a solution including 2-aminothiophenol (1.0 eq.) and 3,5-dibromo-4-hydroxybenzaldehyde (1.0 eq.) was stirred at room temperature. The produced precipitate was filtered and the filtered product was washed with cold methanol to obtain Compound 27. Starting materials: O=C1C=C(OC2=C1C=C1C(=C2CCC)SC(=CC1=O)C(=O)O)C(=O)O (4,6-Dioxo-10-propyl-4H,6H-thiopyrano[3,2-g]-1-benzopyran-2,8-dicarboxylic acid), C([O-])(O)=O.[Na+] (sodium bicarbonate). The solvent is O (water). The product is O=C1C=C(OC2=C1C=C1C(=C2CCC)SC(=CC1=O)C(=O)[O-])C(=O)[O-].[Na+].[Na+] (Disodium 4,6-dioxo-10-propyl-4H,6H-thiopyrano[3,2-g]-1-benzopyran-2,8-dicarboxylate). The yield is 101.3%. Reaction SMILES: [O:1]=[C:2]1[C:7]2[CH:8]=[C:9]3[C:18](=[O:19])[CH:17]=[C:16]([C:20]([OH:22])=[O:21])[S:15][C:10]3=[C:11]([CH2:12][CH2:13][CH3:14])[C:6]=2[O:5][C:4]([C:23]([OH:25])=[O:24])=[CH:3]1.C(=O)(O)[O-].[Na+:30]>O>[O:1]=[C:2]1[C:7]2[CH:8]=[C:9]3[C:18](=[O:19])[CH:17]=[C:16]([C:20]([O-:22])=[O:21])[S:15][C:10]3=[C:11]([CH2:12][CH2:13][CH3:14])[C:6]=2[O:5][C:4]([C:23]([O-:25])=[O:24])=[CH:3]1.[Na+:30].[Na+:30] |f:1.2,4.5.6|. Procedure details: The product of step (h) (1.935 g) and sodium bicarbonate (0.903 g) in distilled water (50 mls) were shaken until complete dissolution had occurred. The solution was filtered and the filtrate freeze dried to give 2.2 g of the desired product. Reactants: CCCC(=O)c1ccc(CC(C)C)cc1, C1CCOC1. The product is CCCC(O)c1ccc(CC(C)C)cc1. As a reaction SMILES: [CH2:1]([CH:2]([CH3:3])[CH3:4])[c:5]1[cH:6][cH:7][c:8]([C:11]([CH2:12][CH2:13][CH3:14])=[O:15])[cH:9][cH:10]1.[O:16]1[CH2:17][CH2:18][CH2:19][CH2:20]1>>[CH2:1]([CH:2]([CH3:3])[CH3:4])[c:5]1[cH:6][cH:7][c:8]([CH:11]([CH2:12][CH2:13][CH3:14])[OH:15])[cH:9][cH:10]1.